Dataset: the Open Reaction Database (ORD), a public repository of structured organic reaction records. Task: describe an organic reaction: reactants, conditions, products, and yield Reactants: II (iodine), CC(C)N1N=C(C(=C1)C(=O)OC)C (methyl 1-(1-methylethyl)-3-methyl-1H-pyrazole-4-carboxylate), solution, C(CCC)[Li] (butyllithium). Solvent: C1CCOC1 (THF), O1CCCC1 (tetrahydrofuran), CCCCC (pentane). Reaction conditions: temperature -45 celsius, time 1 hour. Yields the product IC1=C(C(=NN1C(C)C)C)C(=O)OC (Methyl 5-iodo-1-(1-methylethyl)-3-methyl-1H-pyrazole-4-carboxylate). The yield is 100.0%. RXN SMILES: [CH3:1][CH:2]([N:4]1[CH:8]=[C:7]([C:9]([O:11][CH3:12])=[O:10])[C:6]([CH3:13])=[N:5]1)[CH3:3].C([Li])CCC.[I:19]I>O1CCCC1.CCCCC>[I:19][C:8]1[N:4]([CH:2]([CH3:1])[CH3:3])[N:5]=[C:6]([CH3:13])[C:7]=1[C:9]([O:11][CH3:12])=[O:10]. Reported procedure: To a solution of methyl 1-(1-methylethyl)-3-methyl-1H-pyrazole-4-carboxylate (2.00 g, 11.0 mmol) in dry tetrahydrofuran (22.0 mL) at −78° C., 2 M solution of butyllithium (6.04 mL, 12.1 mmol) in pentane was added dropwise. The reaction mixture was then warmed to −45° C. and stirred for 1 h. It was then cooled to −78° C. and a solution of iodine (3.06 g, 12.1 mmol) in THF (11.0 mL) was added. The reaction mixture was warmed to RT and stirred for 1 h. Then it was quenched with saturated NH4Cl solu... The solvent is COCCO (2-methoxyethanol). The product is C(C)(=O)N1CCNC2=C(C1)C(=CC=C2)NC2=NC=C(C(=N2)NC2=C(C(=O)NC)C=CC=C2)Cl (2-[2-(4-Acetyl-2,3,4,5-tetrahydro-1H-benzo[e][1,4]diazepin-6-ylamino)-5-chloro-pyrimidin-4-ylamino]-N-methyl-benzamide). As a reaction SMILES: [NH2:1][C:2]1[C:12]2[CH2:11][N:10]([C:13](=[O:15])[CH3:14])[CH2:9][CH2:8][NH:7][C:6]=2[CH:5]=[CH:4][CH:3]=1.Cl[C:17]1[N:22]=[C:21]([NH:23][C:24]2[CH:33]=[CH:32][CH:31]=[CH:30][C:25]=2[C:26]([NH:28][CH3:29])=[O:27])[C:20]([Cl:34])=[CH:19][N:18]=1.Cl.O1CCOCC1>COCCO>[C:13]([N:10]1[CH2:11][C:12]2[C:2]([NH:1][C:17]3[N:22]=[C:21]([NH:23][C:24]4[CH:33]=[CH:32][CH:31]=[CH:30][C:25]=4[C:26]([NH:28][CH3:29])=[O:27])[C:20]([Cl:34])=[CH:19][N:18]=3)=[CH:3][CH:4]=[CH:5][C:6]=2[NH:7][CH2:8][CH2:9]1)(=[O:15])[CH3:14] |f:2.3|. Yield: 3.8%. Reported procedure: 1-(6-Amino-1,2,3,5-tetrahydro-benzo[e][1,4]diazepin-4-yl)-ethanone (35 mg, 0.17 mmol) was dissolved in 2-methoxyethanol (3 mL) and the mixture was treated with 2-(2,5-Dichloro-pyrimidin-4-ylamino)-N-methyl-benzamide (25 mg, 0.084 mmol) and 4N HCl/dioxane (0.05 mL, 0.17 mmol). The reaction was then irradiated at 140° C. for 20 minutes. The mixture was then reduced en vacuo and the crude mixture was purified by prep HPLC to afford 1.47 mg of 2-[2-(4-Acetyl-2,3,4,5-tetrahydro-1H-benzo[e][1,4]diazep... The reactants are ClC1=NC=C(C(=N1)NC1=C(C(=O)NC)C=CC=C1)Cl (2-(2,5-Dichloro-pyrimidin-4-ylamino)-N-methyl-benzamide), Cl.O1CCOCC1 (HCl dioxane), NC1=CC=CC=2NCCN(CC21)C(C)=O (1-(6-Amino-1,2,3,5-tetrahydro-benzo[e][1,4]diazepin-4-yl)-ethanone). Reactants: CCCCCC.C(C)(=O)OCC (hexane ethyl acetate), OC1CCC(CC1)C(=O)OC (methyl 4-hydroxycyclohexane-carboxylate), N1C=NC=C1 (imidazole), [Si](C)(C)(C(C)(C)C)Cl (t-butyldimethylsilyl chloride). The solvent is O (water), CN(C=O)C (dimethylformamide). Run at time 5 hour. The product is [Si](C)(C)(C(C)(C)C)OC1CCC(CC1)C(=O)OC (methyl 4-{[tert-butyl(dimethyl)silyl]oxy}cyclohexane-carboxylate). Yield: 100.0%. As a reaction SMILES: [OH:1][CH:2]1[CH2:7][CH2:6][CH:5]([C:8]([O:10][CH3:11])=[O:9])[CH2:4][CH2:3]1.N1C=CN=C1.[Si:17](Cl)([C:20]([CH3:23])([CH3:22])[CH3:21])([CH3:19])[CH3:18].CCCCCC.C(OCC)(=O)C>CN(C)C=O.O>[Si:17]([O:1][CH:2]1[CH2:3][CH2:4][CH:5]([C:8]([O:10][CH3:11])=[O:9])[CH2:6][CH2:7]1)([C:20]([CH3:23])([CH3:22])[CH3:21])([CH3:19])[CH3:18] |f:3.4|. Procedure details: To a solution of methyl 4-hydroxycyclohexane-carboxylate (a cis/trans mixture, 5.00 g, 31.6 mmol) and imidazole (4.30 g, 63.2 mmol) in dimethylformamide (20 ml) was added t-butyldimethylsilyl chloride (5.72 g, 37.9 mmol) at room temperature, and stirred at the same temperature for 5 hours. After completion of the reaction, an ethyl acetate/toluene (1/1) solution and water were added thereto, and the organic layer was collected, dried over sodium sulfate and distilled under reduced pressure to re... Starting materials: P(O)(O)=O.C(C)C(C)(C(C1=NN(C=N1)C(C1=CC=CC=C1)(C1=CC=CC=C1)C1=CC=CC=C1)O)CC (diethyl 3-hydroxy-3(1-trityl-1,2,4-triazol-3-yl)propane phosphonate), C(C)N(CC)S(F)(F)F (diethylaminosulphur trifluoride). Run in ClCCl (dichloromethane), ClCCl (dichloromethane), ClCCl (dichloromethane). Conditions: temperature -70 celsius, time 2 hour. Yields the product P(O)(O)=O.C(C)C(C)(C(C1=NN(C=N1)C(C1=CC=CC=C1)(C1=CC=CC=C1)C1=CC=CC=C1)F)CC (diethyl 3-fluoro-3(1-trityl-1,2,4-triazol-3-yl)propane phosphonate). Yield: 49.8%. Reaction SMILES: [PH:1](=[O:4])([OH:3])[OH:2].[CH2:5]([C:7]([CH2:35][CH3:36])([CH:9](O)[C:10]1[N:14]=[CH:13][N:12]([C:15]([C:28]2[CH:33]=[CH:32][CH:31]=[CH:30][CH:29]=2)([C:22]2[CH:27]=[CH:26][CH:25]=[CH:24][CH:23]=2)[C:16]2[CH:21]=[CH:20][CH:19]=[CH:18][CH:17]=2)[N:11]=1)[CH3:8])[CH3:6].C(N(S(F)(F)[F:43])CC)C>ClCCl>[PH:1](=[O:2])([OH:4])[OH:3].[CH2:5]([C:7]([CH2:35][CH3:36])([CH:9]([F:43])[C:10]1[N:14]=[CH:13][N:12]([C:15]([C:28]2[CH:33]=[CH:32][CH:31]=[CH:30][CH:29]=2)([C:22]2[CH:27]=[CH:26][CH:25]=[CH:24][CH:23]=2)[C:16]2[CH:21]=[CH:20][CH:19]=[CH:18][CH:17]=2)[N:11]=1)[CH3:8])[CH3:6] |f:0.1,4.5|. Reported procedure: A solution of diethyl 3-hydroxy-3(1-trityl-1,2,4-triazol-3-yl)propane phosphonate (1.0 g, prepared as described in Example 24) in dichloromethane (3 ml) was added dropwise with stirring at -70° C. to a solution of diethylaminosulphur trifluoride (0.37 g) in dichloromethane (7 ml). The mixture was stirred at -70° C. for two hours, allowed to warm to room temperature and, after a further one hour, diluted with dichloromethane, washed with water and sodium bicarbonate solution, dried over magnesium... Starting materials: IC1=C(C(=O)NC2=CC=C(C=C2)N2CCN(CC2)C(=O)OCC)C=CC=C1 (4-[4-[(2-iodobenzoyl)-amino]phenyl]-1-piperazinecarboxylic acid, ethyl ester), [OH-].[K+] (potassium hydroxide). Run in C(C)(C)O (isopropanol). Yields the product IC1=C(C(=O)NC2=CC=C(C=C2)N2CCNCC2)C=CC=C1 (2-iodo-N-[4-(1-piperazinyl)phenyl]benzamide). As a reaction SMILES: [I:1][C:2]1[CH:27]=[CH:26][CH:25]=[CH:24][C:3]=1[C:4]([NH:6][C:7]1[CH:12]=[CH:11][C:10]([N:13]2[CH2:18][CH2:17][N:16](C(OCC)=O)[CH2:15][CH2:14]2)=[CH:9][CH:8]=1)=[O:5].[OH-].[K+]>C(O)(C)C>[I:1][C:2]1[CH:27]=[CH:26][CH:25]=[CH:24][C:3]=1[C:4]([NH:6][C:7]1[CH:8]=[CH:9][C:10]([N:13]2[CH2:14][CH2:15][NH:16][CH2:17][CH2:18]2)=[CH:11][CH:12]=1)=[O:5] |f:1.2|. Procedure: A mixture of intermediate (27) (0.041 mol) and potassium hydroxide (0.41 mol) in isopropanol (200 ml) was stirred and refluxed for 3 hours and the solvent was evaporated till dryness. Water was added. The mixture was extracted with DCM and the solvent was evaporated, yielding 2-iodo-N-[4-(1-piperazinyl)phenyl]benzamide (intermediate 28). RXN SMILES: [Al+3:6].[C:27]([O:28][CH:29]([CH3:30])[CH3:31])(=[O:32])[CH3:33].[CH2:9]([CH3:10])[c:11]1[cH:12][c:13]2[c:17]([cH:18][cH:19]1)[CH2:16][CH:15]([NH:20][C:21]([C:22]([F:23])([F:24])[F:25])=[O:26])[CH2:14]2.[CH3:1][C:2]([Cl:3])=[O:4].[Cl-:5].[Cl-:7].[Cl-:8].[ClH:34]>>[CH3:1][C:2](=[O:4])[c:19]1[c:11]([CH2:9][CH3:10])[cH:12][c:13]2[c:17]([cH:18]1)[CH2:16][CH:15]([NH:20][C:21]([C:22]([F:23])([F:24])[F:25])=[O:26])[CH2:14]2. Starting materials: [Al+3], CC(=O)OC(C)C, CCc1ccc2c(c1)CC(NC(=O)C(F)(F)F)C2, CC(=O)Cl, [Cl-], [Cl-], [Cl-], Cl. Yields the product CCc1cc2c(cc1C(C)=O)CC(NC(=O)C(F)(F)F)C2. The reactants are OCCN1C(NCC1)=O (1-(2-hydroxyethyl)-2-imidazolidinone), [H-].[Na+] (sodium hydride), CN(C=O)C (dimethylformamide), CI (methyl iodide). Run at time 18 hour. The product is CN1C(N(CC1)CCOC)=O (1-methyl-3-(2-methoxyethyl)-2-imidazolidinone). As a reaction SMILES: [OH:1][CH2:2][CH2:3][N:4]1[CH2:8]CNC1=O.[H-].[Na+].[CH3:12]I.[CH3:14][N:15]([CH3:18])[CH:16]=[O:17]>>[CH3:14][N:15]1[CH2:18][CH2:8][N:4]([CH2:3][CH2:2][O:1][CH3:12])[C:16]1=[O:17] |f:1.2|. Procedure details: Reaction of 1-(2-hydroxyethyl)-2-imidazolidinone (13 g) in dry dimethylformamide (125 ml) with sodium hydride (50% suspension in paraffin oil 12 g) at 10° C. for 3 hours was followed by treatment with methyl iodide (35.5 g) over a period of one hour. The mixture was stirred at ambient temperature for 18 hours gave 1-methyl-3-(2-methoxyethyl)-2-imidazolidinone (b.p. 110°-114° C. at 0.4 mm).